From a dataset of the Open Reaction Database (ORD), a public repository of structured organic reaction records. describe an organic reaction: reactants, conditions, products, and yield Reactants: BrC1=C(C(=O)OC)C=C(C=C1)C=1SC=C(N1)C1=CC(=C(C=C1)Cl)Cl (Methyl 2-bromo-5-(4-(3,4-dichlorophenyl)thiazol-2-yl)benzoate), O1CCOCC1 (Dioxane), C(=O)([O-])[O-].[K+].[K+] (K2CO3), C1(=CC=CC=C1)B(O)O (phenylboronic acid). The reagents and catalysts are C=1C=CC(=CC1)[P](C=2C=CC=CC2)(C=3C=CC=CC3)[Pd]([P](C=4C=CC=CC4)(C=5C=CC=CC5)C=6C=CC=CC6)([P](C=7C=CC=CC7)(C=8C=CC=CC8)C=9C=CC=CC9)[P](C=1C=CC=CC1)(C=1C=CC=CC1)C=1C=CC=CC1 (tetrakis(triphenylphosphine)palladium(0)). The solvent is C(Cl)Cl (CH2Cl2). Run at temperature 100 celsius. The product is ClC=1C=C(C=CC1Cl)C=1N=C(SC1)C=1C=C(C(=CC1)C1=CC=CC=C1)C(=O)O (4-[4-(3,4-dichloro-phenyl)-thiazol-2-yl]-biphenyl-2-carboxylic acid). Isolated yield 19.4%. RXN SMILES: Br[C:2]1[CH:11]=[CH:10][C:9]([C:12]2[S:13][CH:14]=[C:15]([C:17]3[CH:22]=[CH:21][C:20]([Cl:23])=[C:19]([Cl:24])[CH:18]=3)[N:16]=2)=[CH:8][C:3]=1[C:4]([O:6]C)=[O:5].O1CCOCC1.C([O-])([O-])=O.[K+].[K+].[C:37]1(B(O)O)[CH:42]=[CH:41][CH:40]=[CH:39][CH:38]=1>C(Cl)Cl.C1C=CC([P]([Pd]([P](C2C=CC=CC=2)(C2C=CC=CC=2)C2C=CC=CC=2)([P](C2C=CC=CC=2)(C2C=CC=CC=2)C2C=CC=CC=2)[P](C2C=CC=CC=2)(C2C=CC=CC=2)C2C=CC=CC=2)(C2C=CC=CC=2)C2C=CC=CC=2)=CC=1>[Cl:24][C:19]1[CH:18]=[C:17]([C:15]2[N:16]=[C:12]([C:9]3[CH:8]=[C:3]([C:4]([OH:6])=[O:5])[C:2]([C:37]4[CH:42]=[CH:41][CH:40]=[CH:39][CH:38]=4)=[CH:11][CH:10]=3)[S:13][CH:14]=2)[CH:22]=[CH:21][C:20]=1[Cl:23] |f:2.3.4,^1:52,54,73,92|. Procedure details: Methyl 2-bromo-5-(4-(3,4-dichlorophenyl)thiazol-2-yl)benzoate (177 mg, 0.4 mmol) was taken up in CH2Cl2 and washed with aqueous Na2CO3. The organic layer was dried (MgSO4), filtered, and evaporated. Dioxane (2 mL) was added, along with tetrakis(triphenylphosphine)palladium(0) (37 mg, 0.032 mmol), 3 M aqueous K2CO3 (267 μL, 0.8 mmol) and phenylboronic acid (available from ASDI Incorporated; 97.5 mg, 0.8 mmol). The vial was evacuated and filled with nitrogen, and then the mixture was heated at 100... The reactants are FC1=CC2=C(C(=NO2)C2CCNCC2)C=C1 (6-fluoro-3-(4-piperidinyl)-1,2-benzisoxazole), ClCCCN1C(OC2=C1C=CC(=C2)C(C)=O)=O (N-(3-chloropropyl)-6-acetyl-2-benzoxazolinone), C(=O)([O-])[O-].[K+].[K+] (K2CO3), C(C)#N (acetonitrile). Reaction SMILES: [F:1][C:2]1[CH:16]=[CH:15][C:5]2[C:6]([CH:9]3[CH2:14][CH2:13][NH:12][CH2:11][CH2:10]3)=[N:7][O:8][C:4]=2[CH:3]=1.ClCCC[N:21]1[C:25]2[CH:26]=[CH:27][C:28]([C:30](=[O:32])[CH3:31])=[CH:29][C:24]=2[O:23][C:22]1=[O:33].C([O-])([O-])=O.[K+].[K+].C(#N)C>O>[F:1][C:2]1[CH:16]=[CH:15][C:5]2[C:6]([CH:9]3[CH2:10][CH2:11][N:12]([N:21]4[C:25]5[CH:26]=[CH:27][C:28]([C:30](=[O:32])[CH3:31])=[CH:29][C:24]=5[O:23][C:22]4=[O:33])[CH2:13][CH2:14]3)=[N:7][O:8][C:4]=2[CH:3]=1 |f:2.3.4|. Yields the product FC1=CC2=C(C(=NO2)C2CCN(CC2)N2C(OC3=C2C=CC(=C3)C(C)=O)=O)C=C1 (3-[4-(6-fluoro-1,2-benzisoxazol-3-yl)-1-piperidinyl]-6-acetyl-2-benzoxazolinone). Procedure details: A mixture of 6-fluoro-3-(4-piperidinyl)-1,2-benzisoxazole (2.0 g, 9 mmol), N-(3-chloropropyl)-6-acetyl-2-benzoxazolinone (2.4 g, 9 mmol), K2CO3 (3.6 g), a few crystals of KI, and acetonitrile (50 ml) was stirred and refluxed for 13 hours. The reaction was poured into water, and a dark, brown solid that separated was collected to afford 3.3 g of crude product. The solid was chromatographed on a Waters Prep 500 HPLC. Concentration of appropriate fractions afforded 2.3 g of a yellow solid, and recr... Solvent: O (water). The reactants are Cc1nc(C(=O)N2CCN(C(=O)OC(C)(C)C)CC2Cc2nc(-c3ccc(F)cc3)c[nH]2)c(-c2ccc(F)cc2)s1, O=C(O)C(F)(F)F. The product is Cc1nc(C(=O)N2CCNCC2Cc2nc(-c3ccc(F)cc3)c[nH]2)c(-c2ccc(F)cc2)s1. Reaction SMILES: [C:1]([O:2][C:3](=[O:4])[N:8]1[CH2:9][CH:10]([CH2:29][c:30]2[nH:31][cH:32][c:33](-[c:35]3[cH:36][cH:37][c:38]([F:41])[cH:39][cH:40]3)[n:34]2)[N:11]([C:14](=[O:15])[c:16]2[n:17][c:18]([CH3:28])[s:19][c:20]2-[c:21]2[cH:22][cH:23][c:24]([F:27])[cH:25][cH:26]2)[CH2:12][CH2:13]1)([CH3:5])([CH3:6])[CH3:7].[F:42][C:43]([F:44])([F:45])[C:46]([OH:47])=[O:48]>>[NH:8]1[CH2:9][CH:10]([CH2:29][c:30]2[nH:31][cH:32][c:33](-[c:35]3[cH:36][cH:37][c:38]([F:41])[cH:39][cH:40]3)[n:34]2)[N:11]([C:14](=[O:15])[c:16]2[n:17][c:18]([CH3:28])[s:19][c:20]2-[c:21]2[cH:22][cH:23][c:24]([F:27])[cH:25][cH:26]2)[CH2:12][CH2:13]1. Reported procedure: 2,6 Dichloro-5-fluoro-nicotinic acid was selected as a starting material to make the compounds of structure (Ia) with fluoro substitution at 6-position of naphthyridine moiety. 2,6 Dichloro-5-fluoro-nicotinic acid was esterified by treating with thionyl chloride followed by refluxing with dry ethanol to yield 2,6-dichloro-5-fluoro-nicotinic acid ethyl ester, depicted by formula 21 in Scheme 10. This ester gave 2-chloro-6-ethylsulfanyl-5-fluoro-nicotinic acid ethyl ester, depicted by formula 22 i... Reagents/catalysts: [Ni] (raney nickel). The reactants are formula 22, C(C)OC(C1=C(N=C(C(=C1)F)SCC)NCC1=CC=C(C=C1)OC)=O (6-Ethylsulfanyl-5-fluoro-2-(4-methoxy-benzylamino)-nicotinic acid ethyl ester), formula 23, formula 24, C(C)OC(C1=C(N=CC(=C1)F)NCC1=CC=C(C=C1)OC)=O (5-Fluoro-2-(4-methoxy-benzylamino)-nicotinic acid ethyl ester), ClC(Cl)(Cl)OC(=O)Cl (trichloromethylchloroformate), C(C)S (ethanethiol), [H-].[Na+] (sodium hydride), C(C)OC(C1=C(N=CC(=C1)F)NCC1=CC=C(C=C1)OC)=O (5-fluoro-2-(4-methoxy-benzylamino)-nicotinic acid ethyl ester), C(C)OC(C1=C(N=C(C(=C1)F)SCC)Cl)=O (2-chloro-6-ethylsulfanyl-5-fluoro-nicotinic acid ethyl ester). RXN SMILES: C(S)C.[H-].[Na+].[CH2:6]([O:8][C:9](=[O:30])[C:10]1[CH:15]=[C:14]([F:16])[C:13](SCC)=[N:12][C:11]=1[NH:20][CH2:21][C:22]1[CH:27]=[CH:26][C:25]([O:28][CH3:29])=[CH:24][CH:23]=1)C.C([O:33]C(=O)C1C=C(F)C(SCC)=NC=1Cl)C.C(OC(=O)C1C=C(F)C=NC=1NCC1C=CC(OC)=CC=1)C.ClC(OC(Cl)=O)(Cl)Cl>[Ni].C(O)C>[F:16][C:14]1[CH:13]=[N:12][C:11]2[N:20]([CH2:21][C:22]3[CH:27]=[CH:26][C:25]([O:28][CH3:29])=[CH:24][CH:23]=3)[C:6](=[O:33])[O:8][C:9](=[O:30])[C:10]=2[CH:15]=1 |f:1.2|. The product is FC1=CC2=C(N(C(OC2=O)=O)CC2=CC=C(C=C2)OC)N=C1 (6-fluoro-1-(4-methoxy-benzyl)-1H-pyrido[2,3-d][1,3]oxazine-2,4-dione). The solvent is C(C)O (ethanol). Reactants: CCCCCCCCCCCC(=O)OC(CCCCCCCCCCC)CC(=O)O, NC(CO)C(=O)OCc1ccccc1, ClCCCl, CI. Product: CCCCCCCCCCCC(=O)OC(CCCCCCCCCCC)CC(=O)NC(CO)C(=O)OCc1ccccc1. As a reaction SMILES: [C:15]([CH2:16][CH2:17][CH2:18][CH2:19][CH2:20][CH2:21][CH2:22][CH2:23][CH2:24][CH2:25][CH3:26])(=[O:27])[O:28][CH:29]([CH2:30][C:31](=[O:32])[OH:33])[CH2:34][CH2:35][CH2:36][CH2:37][CH2:38][CH2:39][CH2:40][CH2:41][CH2:42][CH2:43][CH3:44].[CH2:1]([c:2]1[cH:3][cH:4][cH:5][cH:6][cH:7]1)[O:8][C:9]([CH:10]([NH2:11])[CH2:12][OH:13])=[O:14].[CH2:45]([Cl:46])[CH2:47][Cl:48].[CH3:49][I:50]>>[CH2:1]([c:2]1[cH:3][cH:4][cH:5][cH:6][cH:7]1)[O:8][C:9]([CH:10]([NH:11][C:31]([CH2:30][CH:29]([O:28][C:15]([CH2:16][CH2:17][CH2:18][CH2:19][CH2:20][CH2:21][CH2:22][CH2:23][CH2:24][CH2:25][CH3:26])=[O:27])[CH2:34][CH2:35][CH2:36][CH2:37][CH2:38][CH2:39][CH2:40][CH2:41][CH2:42][CH2:43][CH3:44])=[O:32])[CH2:12][OH:13])=[O:14]. Starting materials: ice, C[Li] (methyllithium), C(=O)(O)CN1N=CC=C1NC(C1=CC=CC=C1)(C1=CC=CC=C1)C1=CC=CC=C1 (1-carboxymethyl-5-triphenylmethylaminopyrazole). Run in C(C)OCC (diethyl ether), C(C)OCC (diethyl ether), O1CCCC1 (tetrahydrofuran). Conditions: time 6 hour. The product is C(C)(=O)CN1N=CC=C1NC(C1=CC=CC=C1)(C1=CC=CC=C1)C1=CC=CC=C1 (1-acetylmethyl-5-triphenylmethylaminopyrazole). RXN SMILES: [CH3:1][Li].[C:3]([CH2:6][N:7]1[C:11]([NH:12][C:13]([C:26]2[CH:31]=[CH:30][CH:29]=[CH:28][CH:27]=2)([C:20]2[CH:25]=[CH:24][CH:23]=[CH:22][CH:21]=2)[C:14]2[CH:19]=[CH:18][CH:17]=[CH:16][CH:15]=2)=[CH:10][CH:9]=[N:8]1)([OH:5])=O>C(OCC)C.O1CCCC1>[C:3]([CH2:6][N:7]1[C:11]([NH:12][C:13]([C:26]2[CH:31]=[CH:30][CH:29]=[CH:28][CH:27]=2)([C:20]2[CH:25]=[CH:24][CH:23]=[CH:22][CH:21]=2)[C:14]2[CH:19]=[CH:18][CH:17]=[CH:16][CH:15]=2)=[CH:10][CH:9]=[N:8]1)(=[O:5])[CH3:1]. Procedure: A solution of methyllithium in diethyl ether (250 ml) was added to a solution of 1-carboxymethyl-5-triphenylmethylaminopyrazole (25.95 g) in tetrahydrofuran (400 ml) under ice-cooling and the mixture was stirred for 6 hours at ambient temperature. The reaction mixture was added to a mixture of ice-cold water (500 ml) and diethyl ether (500 ml). The organic layer was separated and dried over magnesium sulfate. The magnesium sulfate was filtered off, and the filtrate was evaporated under reduced p... The reactants are O=S(Cl)Cl, O=C(O)CCCCCCCc1ccccc1. Product: O=C(Cl)CCCCCCCc1ccccc1. RXN SMILES: [S:17]([Cl:18])([Cl:19])=[O:20].[c:1]1([CH2:7][CH2:8][CH2:9][CH2:10][CH2:11][CH2:12][CH2:13][C:14](=[O:15])[OH:16])[cH:2][cH:3][cH:4][cH:5][cH:6]1>>[c:1]1([CH2:7][CH2:8][CH2:9][CH2:10][CH2:11][CH2:12][CH2:13][C:14](=[O:16])[Cl:19])[cH:2][cH:3][cH:4][cH:5][cH:6]1.